From a dataset of the Open Reaction Database (ORD), a public repository of structured organic reaction records. describe an organic reaction: reactants, conditions, products, and yield The reactants are C(C)(C)(C)OC(NN1CCC(CC1)C(O[SiH2]C(C)(C)C)(C)C)=O ([4-(t-Butyl-dimethyl-silanyloxymethyl)-piperidin-1-yl]-carbamic acid t-butyl ester), FC(C(=O)O)(F)F (trifluoroacetic acid). The solvent is ClCCl (dichloromethane). Reaction conditions: temperature 0 celsius, time 2 hour. The product is FC(C(=O)O)(F)F.C(C)(C)(C)[SiH2]OC(C1CCN(CC1)N)(C)C (4-(t-Butyl-dimethyl-silanyloxymethyl)-piperidin-1-ylamine trifluoroacetate). Reaction SMILES: C(OC(=O)[NH:7][N:8]1[CH2:13][CH2:12][CH:11]([C:14]([CH3:22])([CH3:21])[O:15][SiH2:16][C:17]([CH3:20])([CH3:19])[CH3:18])[CH2:10][CH2:9]1)(C)(C)C.[F:24][C:25]([F:30])([F:29])[C:26]([OH:28])=[O:27]>ClCCl>[F:24][C:25]([F:30])([F:29])[C:26]([OH:28])=[O:27].[C:17]([SiH2:16][O:15][C:14]([CH3:22])([CH3:21])[CH:11]1[CH2:12][CH2:13][N:8]([NH2:7])[CH2:9][CH2:10]1)([CH3:20])([CH3:18])[CH3:19] |f:3.4|. Procedure: [4-(t-Butyl-dimethyl-silanyloxymethyl)-piperidin-1-yl]-carbamic acid t-butyl ester (100 mg, 290 μmol) was at 0° C. combined with dichloromethane (3 mL) and trifluoroacetic acid (3 mL) to give a light yellow solution. The reaction mixture was stirred for 2 h at 0° C. and subsequently concentrated in vacuo to give the title compound as yellow oil, which was used without further purification in the next step. Reactants: C1CCC2=NCCCN2CC1 (DBU), NCCC1=CC=C(C=C1)C(CNS(=O)(=O)C(C)C)C ({2-[4-(2-Aminoethyl)phenyl]propyl}[(methylethyl)sulfonyl]amine), CS(=O)(=O)Cl (methanesulfonyl chloride). Yields the product final title compound, CC(C)S(=O)(=O)NCC(C)C1=CC=C(C=C1)CCNS(=O)(=O)C ([(methylethyl)sulfonyl][2-(4-{2-[(methylsulfonyl)amino]ethyl}phenyl)propyl]amine). Isolated yield 78.1%. As a reaction SMILES: [NH2:1][CH2:2][CH2:3][C:4]1[CH:9]=[CH:8][C:7]([CH:10]([CH3:19])[CH2:11][NH:12][S:13]([CH:16]([CH3:18])[CH3:17])(=[O:15])=[O:14])=[CH:6][CH:5]=1.[CH3:20][S:21](Cl)(=[O:23])=[O:22].C1CCN2C(=NCCC2)CC1>>[CH3:17][CH:16]([S:13]([NH:12][CH2:11][CH:10]([C:7]1[CH:6]=[CH:5][C:4]([CH2:3][CH2:2][NH:1][S:21]([CH3:20])(=[O:23])=[O:22])=[CH:9][CH:8]=1)[CH3:19])(=[O:15])=[O:14])[CH3:18]. Reported procedure: Scheme Va, step C: {2-[4-(2-Aminoethyl)phenyl]propyl}[(methylethyl)sulfonyl]amine (0.15 g, 0.53 mmol), methanesulfonyl chloride (0.1 mL, 0.58 mmol) and DBU (0.1 mL, 0.61 mmol) were combined and sulfonylation was carried out in a manner analogous to the procedure described in example 2 to provide the final title compound, [(methylethyl)sulfonyl][2-(4-{2-[(methylsulfonyl)amino]ethyl}phenyl)propyl]amine, (0.15 g, 78%) as a white crystalline solid. Electron spray M.S. 363 (M*+H). Analysis for C15H26... Reactants: C([O-])([O-])=O.[Na+].[Na+] (sodium carbonate), NCC1N(CCC1)CC (2-aminomethyl-1-ethylpyrrolidine), C(C)(=O)NC1=CC=C(C=C1)S(=O)(=O)Cl (4-Acetylaminobenzenesulphonyl chloride), ice. Solvent: C(Cl)(Cl)Cl (chloroform). Yields the product C(C)(=O)NC1=CC=C(C=C1)S(=O)(=O)NCC1N(CCC1)CC (4-Acetylamino-N-[(1-ethyl-2-pyrrolidinyl)methyl]benzenesulphonamide). As a reaction SMILES: [C:1]([NH:4][C:5]1[CH:10]=[CH:9][C:8]([S:11](Cl)(=[O:13])=[O:12])=[CH:7][CH:6]=1)(=[O:3])[CH3:2].C(=O)([O-])[O-].[Na+].[Na+].[NH2:21][CH2:22][CH:23]1[CH2:27][CH2:26][CH2:25][N:24]1[CH2:28][CH3:29]>C(Cl)(Cl)Cl>[C:1]([NH:4][C:5]1[CH:10]=[CH:9][C:8]([S:11]([NH:21][CH2:22][CH:23]2[CH2:27][CH2:26][CH2:25][N:24]2[CH2:28][CH3:29])(=[O:13])=[O:12])=[CH:7][CH:6]=1)(=[O:3])[CH3:2] |f:1.2.3|. Procedure details: 4-Acetylaminobenzenesulphonyl chloride (7.3 g, 0.03 mol) was added portionwise to a well stirred mixture of aqueous sodium carbonate (21.2 g. in 250 ml of water) and 2-aminomethyl-1-ethylpyrrolidine (4.0 g. 0.03 mol) in chloroform (250 ml) at about 10°. The ice bath used for cooling was removed. After 2 hours the chloroform layer was separated, dried (MgSO4) and then evaporated under reduced pressure to give a gum, which slowly crystallised (11.6 g). Recrystallisation from cold ethanol, followed...